This data is from the Open Reaction Database (ORD), a public repository of structured organic reaction records. The task is: describe an organic reaction: reactants, conditions, products, and yield The reactants are ClCCl, COc1cc(C=CC(=O)NC2CCC(C)CC2)ccc1OCC(=O)O, CCN(C(C)C)C(C)C, CI. Product: COC(=O)COc1ccc(C=CC(=O)NC2CCC(C)CC2)cc1OC. RXN SMILES: [CH2:37]([Cl:38])[Cl:39].[CH3:12][CH:13]1[CH2:14][CH2:15][CH:16]([NH:19][C:20]([CH:21]=[CH:22][c:23]2[cH:24][c:25]([O:34][CH3:35])[c:26]([O:29][CH2:30][C:31](=[O:32])[OH:33])[cH:27][cH:28]2)=[O:36])[CH2:17][CH2:18]1.[CH:1]([N:2]([CH:3]([CH3:4])[CH3:5])[CH2:6][CH3:7])([CH3:8])[CH3:9].[I:10][CH3:11]>>[CH3:1][O:33][C:31]([CH2:30][O:29][c:26]1[c:25]([O:34][CH3:35])[cH:24][c:23]([CH:22]=[CH:21][C:20]([NH:19][CH:16]2[CH2:15][CH2:14][CH:13]([CH3:12])[CH2:18][CH2:17]2)=[O:36])[cH:28][cH:27]1)=[O:32]. Reactants: CCOC(=O)C1CC(=O)N(c2ccc(O)cc2)C1, CCO. Yields the product O=C(O)C1CC(=O)N(c2ccc(O)cc2)C1. As a reaction SMILES: [CH2:1]([CH3:2])[O:3][C:4](=[O:5])[CH:6]1[CH2:7][N:8]([c:12]2[cH:13][cH:14][c:15]([OH:18])[cH:16][cH:17]2)[C:9](=[O:11])[CH2:10]1.[CH3:19][CH2:20][OH:21]>>[O:3]=[C:4]([OH:5])[CH:6]1[CH2:7][N:8]([c:12]2[cH:13][cH:14][c:15]([OH:18])[cH:16][cH:17]2)[C:9](=[O:11])[CH2:10]1. The reactants are COP(=O)(OC)OC, CN(C)C=O, O=c1[nH]c(=O)n(-c2cccc([N+](=O)[O-])c2)c2ncccc12, O. Product: Cn1c(=O)c2cccnc2n(-c2cccc([N+](=O)[O-])c2)c1=O. As a reaction SMILES: [CH3:22][O:23][P:24]([O:25][CH3:26])([O:27][CH3:28])=[O:29].[CH3:31][N:32]([CH3:33])[CH:34]=[O:35].[N+:1](=[O:2])([O-:3])[c:4]1[cH:5][c:6](-[n:10]2[c:11](=[O:21])[nH:12][c:13](=[O:20])[c:14]3[c:15]2[n:16][cH:17][cH:18][cH:19]3)[cH:7][cH:8][cH:9]1.[OH2:30]>>[N+:1](=[O:2])([O-:3])[c:4]1[cH:5][c:6](-[n:10]2[c:11](=[O:21])[n:12]([CH3:22])[c:13](=[O:20])[c:14]3[c:15]2[n:16][cH:17][cH:18][cH:19]3)[cH:7][cH:8][cH:9]1. Starting materials: CC(C)(C)C(=O)Oc2ccc1ccccc1c2 (substrate), CC(C)N=C=O (effective_coupling_partner). The reagents and catalysts are dppf. Reaction conditions: temperature 90 celsius, time 24 hour. The product is CC(C)NC(=O)c2ccc1ccccc1c2. The reactants are FC=1C=CC2=C(N(C(=N2)CNC2=C3N=CN(C3=NC=N2)C2OCCCC2)C2=CC=CC=C2)C1 ((6-Fluoro-1-phenyl-1H-benzoimidazol-2-ylmethyl)[9-(tetrahydropyran-2-yl)-9H-purin-6-yl]amine), Cl (HCl). Run in CO (MeOH), O1CCOCC1 (dioxane). Product: FC=1C=CC2=C(N(C(=N2)CNC2=C3N=CNC3=NC=N2)C2=CC=CC=C2)C1 ((6-Fluoro-1-phenyl-1H-benzoimidazol-2-ylmethyl)-(9H-purin-6-yl)amine). Yield: 85.5%. RXN SMILES: [F:1][C:2]1[CH:3]=[CH:4][C:5]2[N:9]=[C:8]([CH2:10][NH:11][C:12]3[N:20]=[CH:19][N:18]=[C:17]4[C:13]=3[N:14]=[CH:15][N:16]4C3CCCCO3)[N:7]([C:27]3[CH:32]=[CH:31][CH:30]=[CH:29][CH:28]=3)[C:6]=2[CH:33]=1.Cl>CO.O1CCOCC1>[F:1][C:2]1[CH:3]=[CH:4][C:5]2[N:9]=[C:8]([CH2:10][NH:11][C:12]3[N:20]=[CH:19][N:18]=[C:17]4[C:13]=3[N:14]=[CH:15][NH:16]4)[N:7]([C:27]3[CH:32]=[CH:31][CH:30]=[CH:29][CH:28]=3)[C:6]=2[CH:33]=1. Procedure: (6-Fluoro-1-phenyl-1H-benzoimidazol-2-ylmethyl)[9-(tetrahydropyran-2-yl)-9H-purin-6-yl]amine (0.125 g, 0.28 mmol) in MeOH (2 mL) was treated with 4M HCl in dioxane (0.35 mL). After 15 min at 20° C. the reaction was poured onto a 10 g SCX cartridge which was eluted first with methanol then with 1:1 MeOH/2M NH3 in isopropanol. Product containing fractions were evaporated to a white solid. This was triturated with diethyl ether and dried to give 443 as a white solid, (86 mg, 85%). LCMS (Method C): ... Reactants: BrN1C(CCC1=O)=O (N-bromosuccinimide), C(C1=CC=CC=C1)(=O)OOC(C1=CC=CC=C1)=O (dibenzoylperoxide), C1(=CC=C(C=C1)C=C(S(=O)(=O)C1=CC=CC=C1)C#N)C (1-p-tolyl-2-cyano-2-phenylsulfonylethylene). Run in C(Cl)(Cl)(Cl)Cl (carbon tetrachloride). Conditions: time 5 hour. The product is BrCC1=CC=C(C=C1)C=C(S(=O)(=O)C1=CC=CC=C1)C#N (1-(4-Bromomethylphenyl)-2-cyano-2-phenylsulfonyl-ethylene). As a reaction SMILES: [C:1]1([CH3:20])[CH:6]=[CH:5][C:4]([CH:7]=[C:8]([C:18]#[N:19])[S:9]([C:12]2[CH:17]=[CH:16][CH:15]=[CH:14][CH:13]=2)(=[O:11])=[O:10])=[CH:3][CH:2]=1.[Br:21]N1C(=O)CCC1=O.C(OOC(=O)C1C=CC=CC=1)(=O)C1C=CC=CC=1>C(Cl)(Cl)(Cl)Cl>[Br:21][CH2:20][C:1]1[CH:2]=[CH:3][C:4]([CH:7]=[C:8]([C:18]#[N:19])[S:9]([C:12]2[CH:13]=[CH:14][CH:15]=[CH:16][CH:17]=2)(=[O:11])=[O:10])=[CH:5][CH:6]=1. Procedure: 56.8 g (0.2 mole) of 1-p-tolyl-2-cyano-2-phenylsulfonylethylene were dissolved in 1.000 ml of anhydrous carbon tetrachloride at 40° to 50° C. After addition of 35.6 g (0.2 mole) of N-bromosuccinimide and 1.2 g of dibenzoylperoxide, the whole was heated to the boil under reflux. After 5 hours, the mixture was filtered by still hot; as residue 17.2 g (about 86%) of succinimide melting at 125° C remained behind. The filtrate was evaporated on a rotary steamer and under the vacuum produced by a wate...